Dataset: the Open Reaction Database (ORD), a public repository of structured organic reaction records. Task: describe an organic reaction: reactants, conditions, products, and yield The reactants are C[Si]([N-][Si](C)(C)C)(C)C.[Li+] (lithium hexamethyldisilazide), COC(=O)C1=CC=NC2=CC=C(C=C12)OC (6-methoxy-quinoline-4-carboxylic acid methyl ester), COC(CC1CCC(CC1)NC(=O)OC(C)(C)C)=O ((4-Tert-Butoxycarbonylamino-cyclohexyl)-acetic acid methyl ester). The solvent is O1CCCC1 (tetrahydrofuran), O1CCCC1 (tetrahydrofuran), O1CCCC1 (tetrahydrofuran). Reaction conditions: temperature -78 celsius, time 20 minute. The product is COC(C(C(=O)C1=CC=NC2=CC=C(C=C12)OC)C1CCC(CC1)NC(=O)OC(C)(C)C)=O (2-(4-tert-Butoxycarbonylamino-cyclohexyl)-3-(6-methoxy-quinolin-4-yl)-3-oxo-propionic acid methyl ester). Isolated yield 11.3%. As a reaction SMILES: [CH3:1][O:2][C:3](=[O:19])[CH2:4][CH:5]1[CH2:10][CH2:9][CH:8]([NH:11][C:12]([O:14][C:15]([CH3:18])([CH3:17])[CH3:16])=[O:13])[CH2:7][CH2:6]1.C[Si](C)(C)[N-][Si](C)(C)C.[Li+].C[O:31][C:32]([C:34]1[C:43]2[C:38](=[CH:39][CH:40]=[C:41]([O:44][CH3:45])[CH:42]=2)[N:37]=[CH:36][CH:35]=1)=O>O1CCCC1>[CH3:1][O:2][C:3](=[O:19])[CH:4]([CH:5]1[CH2:6][CH2:7][CH:8]([NH:11][C:12]([O:14][C:15]([CH3:16])([CH3:18])[CH3:17])=[O:13])[CH2:9][CH2:10]1)[C:32]([C:34]1[C:43]2[C:38](=[CH:39][CH:40]=[C:41]([O:44][CH3:45])[CH:42]=2)[N:37]=[CH:36][CH:35]=1)=[O:31] |f:1.2|. Procedure details: (4-Tert-Butoxycarbonylamino-cyclohexyl)-acetic acid methyl ester (1.00 g, 3.69 mmol) was dissolved in tetrahydrofuran (20 mL) and cooled to −78° C. To the solution lithium hexamethyldisilazide in tetrahydrofuran (1M, 11.0 mL, 11.0 mmol) was added dropwise. The reaction mixture was stirred for 20 minutes at −78° C. and then 6-methoxy-quinoline-4-carboxylic acid methyl ester (1.60 g, 7.38 mmol) was added as a solution in tetrahydrofuran (10 mL). The mixture was allowed to warm to room temperature ... Reactants: [H-].[Na+] (sodium hydride), COC([C@H](CCC(=O)OC(C)(C)C)NC(=O)C1=NN(C(=C1)O)C1=CC=CC=C1)=O ((S)-2-[(5-Hydroxy-1-phenyl-1H-pyrazole-3-carbonyl)-amino]-pentanedioic acid 5-tert-butyl ester 1-methyl ester), BrCC(C(C)(C)C)=O (1-Bromo-3,3-dimethyl-butan-2-one). Run in [Cl-].[Na+].O (brine), CN(C)C=O (DMF). Reaction conditions: time 16 hour. The product is COC([C@H](CCC(=O)OC(C)(C)C)NC(=O)C1=NN(C(=C1)OCC(C(C)(C)C)=O)C1=CC=CC=C1)=O ((S)-2-{[5-(3,3-Dimethyl-2-oxo-butoxy)-1-phenyl-1H-pyrazole-3-carbonyl]-amino}-pentanedioic acid 5-tert-butyl ester 1-methyl ester). Reaction SMILES: [CH3:1][O:2][C:3](=[O:29])[C@@H:4]([NH:14][C:15]([C:17]1[CH:21]=[C:20]([OH:22])[N:19]([C:23]2[CH:28]=[CH:27][CH:26]=[CH:25][CH:24]=2)[N:18]=1)=[O:16])[CH2:5][CH2:6][C:7]([O:9][C:10]([CH3:13])([CH3:12])[CH3:11])=[O:8].[H-].[Na+].Br[CH2:33][C:34](=[O:39])[C:35]([CH3:38])([CH3:37])[CH3:36]>CN(C=O)C.[Cl-].[Na+].O>[CH3:1][O:2][C:3](=[O:29])[C@@H:4]([NH:14][C:15]([C:17]1[CH:21]=[C:20]([O:22][CH2:33][C:34](=[O:39])[C:35]([CH3:38])([CH3:37])[CH3:36])[N:19]([C:23]2[CH:24]=[CH:25][CH:26]=[CH:27][CH:28]=2)[N:18]=1)=[O:16])[CH2:5][CH2:6][C:7]([O:9][C:10]([CH3:13])([CH3:12])[CH3:11])=[O:8] |f:1.2,5.6.7|. Procedure: A solution of 6.5 g of (S)-2-[(5-Hydroxy-1-phenyl-1H-pyrazole-3-carbonyl)-amino]-pentanedioic acid 5-tert-butyl ester 1-methyl ester in 175 ml of DMF was cooled to 0° C. Then, 644 mg of sodium hydride (60% in mineral oil) was added portionwise over 20 min. Further 20 min after completion of the addition 2.9 g of 1-Bromo-3,3-dimethyl-butan-2-one was added and the reaction mixture was allowed to warm to RT. After striring for 16 h the reaction mixture was diluted with brine and extracted with DCM.... Reactants: C(=O)(C(F)(F)F)O (TFA), C(C)(C)(C)OC(=O)N1C[C@H](CC1)[C@@H](CS(=O)(=O)Cl)OC1=CC=C(C=C1)C(F)(F)F ((S)-3-[(S)-2-Chlorosulfonyl-1-(4-trifluoromethylphenoxy)ethyl]pyrrolidine-1-carboxylic acid t-butyl ester), C(C1=CC=CC=C1)N (benzylamine). Run in C(Cl)Cl (DCM). Reaction conditions: time 2 hour. Product: C(C1=CC=CC=C1)NS(=O)(=O)C[C@@H](OC1=CC=C(C=C1)C(F)(F)F)[C@@H]1CNCC1 ((S)-2-(S)-Pyrrolidin-3-yl-2-(4-trifluoromethylphenoxy)ethanesulfonic Acid Benzylamide), C(=O)(C(F)(F)F)O (TFA). RXN SMILES: C(OC([N:8]1[CH2:12][CH2:11][C@H:10]([C@H:13]([O:19][C:20]2[CH:25]=[CH:24][C:23]([C:26]([F:29])([F:28])[F:27])=[CH:22][CH:21]=2)[CH2:14][S:15](Cl)(=[O:17])=[O:16])[CH2:9]1)=O)(C)(C)C.[CH2:30]([NH2:37])[C:31]1[CH:36]=[CH:35][CH:34]=[CH:33][CH:32]=1.[C:38]([OH:44])([C:40]([F:43])([F:42])[F:41])=[O:39]>C(Cl)Cl>[CH2:30]([NH:37][S:15]([CH2:14][C@H:13]([C@H:10]1[CH2:11][CH2:12][NH:8][CH2:9]1)[O:19][C:20]1[CH:25]=[CH:24][C:23]([C:26]([F:29])([F:28])[F:27])=[CH:22][CH:21]=1)(=[O:16])=[O:17])[C:31]1[CH:36]=[CH:35][CH:34]=[CH:33][CH:32]=1.[C:38]([OH:44])([C:40]([F:43])([F:42])[F:41])=[O:39]. Reported procedure: (S)-3-[(S)-2-Chlorosulfonyl-1-(4-trifluoromethylphenoxy)ethyl]pyrrolidine-1-carboxylic acid t-butyl ester (50 mg, 109 μmol, 1.0 eq.) in DCM (1.0 mL) was combined with benzylamine (47.7 μL, 4.0 eq.) and the resulting mixture was stirred at room temperature for 2 hours. TFA (1.0 mL) was added and stirred for 1 minute. The mixture was then concentrated and purified by preparative HPLC to yield the title compound as a TFA salt (7.3 mg). MS m/z: [M+H]+ calcd for C20H23F3N2O3S, 429.14. found 429.0. Starting materials: C1(\C=C/C(=O)O1)=O (Maleic anhydride), C(CCC)N (n-butylamine), C(CCC)/C(/C(=O)O)=C/C(=O)N (n-butylmaleamic acid), C(C)(=O)[O-].[Na+] (sodium acetate), C(C)(=O)OC(C)=O (acetic anhydride). Run in O (water). Conditions: temperature 40 celsius, time 15 minute. The product is C(CCC)C=1C(=O)NC(C1)=O (n-butylmaleimide). Yield: 92.3%. Reaction SMILES: C1(=O)OC(=O)C=C1.C(N)CCC.[CH2:13](/[C:17](=[CH:21]/[C:22]([NH2:24])=[O:23])/[C:18](O)=[O:19])[CH2:14][CH2:15][CH3:16].C([O-])(=O)C.[Na+].C(OC(=O)C)(=O)C>O>[CH2:13]([C:17]1[C:18]([NH:24][C:22](=[O:23])[CH:21]=1)=[O:19])[CH2:14][CH2:15][CH3:16] |f:3.4|. Procedure: Maleic anhydride is reacted with n-butylamine under the conditions reported by L. E. Coleman et al., in J. Org. Chem., 24: 135, (1959). A mixture containing the thus-formed n-butylmaleamic acid (12.0 g, 0.07 mol), anhydrous sodium acetate (2.7 g) and acetic anhydride (29 mL) is heated at 85° C. to 90° C. for 30 minutes. The solution is cooled to 40° C. and poured into 55 mL of water. The layers are stirred at room temperature for 15 minutes, the diluted to 275 mL. A dark oil precipitates. Extrac... Product: CN(C(=O)CCCOC=1C=C2C=CC(NC2=CC1)=O)C1CCCCC1 (6-[3-(N-methyl-N-cyclohexylaminocarbonyl)propoxy]-carbostyril). Reactants: C(=O)(O)CCCOC=1C=C2C=CC(NC2=CC1)=O (6-(3-carboxy)propoxycarbostyril), CNC1CCCCC1 (N-methylcyclohexylamine), O1CCOCC1 (dioxane), C1(CCCCC1)N=C=NC1CCCCC1 (N,N'-dicyclohexylcarbodiimide). RXN SMILES: [C:1]([CH2:4][CH2:5][CH2:6][O:7][C:8]1[CH:9]=[C:10]2[C:15](=[CH:16][CH:17]=1)[NH:14][C:13](=[O:18])[CH:12]=[CH:11]2)([OH:3])=O.[CH3:19][NH:20][CH:21]1[CH2:26][CH2:25][CH2:24][CH2:23][CH2:22]1.O1CCOCC1.C1(N=C=NC2CCCCC2)CCCCC1>C(Cl)Cl>[CH3:19][N:20]([CH:21]1[CH2:26][CH2:25][CH2:24][CH2:23][CH2:22]1)[C:1]([CH2:4][CH2:5][CH2:6][O:7][C:8]1[CH:9]=[C:10]2[C:15](=[CH:16][CH:17]=1)[NH:14][C:13](=[O:18])[CH:12]=[CH:11]2)=[O:3]. Procedure: 2.5 Grams of 6-(3-carboxy)propoxycarbostyril and 1.2 g of N-methylcyclohexylamine are added to a mixed solvent of 20 ml of dioxane and 20 ml of methylene chloride, and to this mixture is added dropwise a solution of 2.1 g of N,N'-dicyclohexylcarbodiimide in 5 ml of methylene chloride maintained at 10°-20° C. under external ice cooling and agitation, followed by additional 3.5-hour agitation at the same temperature. The precipitated crystals are filtered out and the filtrate is concentrated under... Solvent: C(Cl)Cl (methylene chloride), C(Cl)Cl (methylene chloride).